The task is: describe an organic reaction: reactants, conditions, products, and yield. This data is from the Open Reaction Database (ORD), a public repository of structured organic reaction records. The reactants are COC(C=1C(C(=O)OC)=CC(=C(C1)I)F)=O (4-fluoro-5-iodo-phthalic acid dimethyl ester), [Cl-].[Ca+2].[Cl-] (calcium chloride), [BH4-].[Na+] (sodium borohydride). Solvent: C(C)O (ethanol). Run at time 4 hour. Product: FC=1C(=CC(=C(C1)CO)CO)I ((5-Fluoro-2-hydroxymethyl-4-iodo-phenyl)-methanol). Yield: 98.0%. As a reaction SMILES: C[O:2][C:3](=O)[C:4]1[C:5](=[CH:10][C:11]([F:15])=[C:12]([I:14])[CH:13]=1)[C:6](OC)=[O:7].[Cl-].[Ca+2].[Cl-].[BH4-].[Na+]>C(O)C>[F:15][C:11]1[C:12]([I:14])=[CH:13][C:4]([CH2:3][OH:2])=[C:5]([CH2:6][OH:7])[CH:10]=1 |f:1.2.3,4.5|. Reported procedure: To 9.38 mmol 4-fluoro-5-iodo-phthalic acid dimethyl ester in 25 ml absolute ethanol was added 9.38 mmol calcium chloride. 18.8 mmol sodium borohydride was then added in small portions and the reaction mixture was stirred for 4 h at room temperature, then at reflux for 2 h and then at room temperature overnight. The mixture was quenched by addition of 20 ml 1 M aq. hydrochloric acid and diluted with water and ethyl acetate. The phases were separated and the organic phase was extracted four times ... Starting materials: [Al+3], CCOC(C)=O, CSc1ccc(-c2cc(C(=O)N(C)C)nn2-c2ccc(F)cc2)cc1, [H-], [H-], [H-], [H-], [Li+], [Na+], [OH-], c1ccccc1. Product: CSc1ccc(-c2cc(CN(C)C)nn2-c2ccc(F)cc2)cc1. As a reaction SMILES: [Al+3:27].[CH3:34][CH2:35][O:36][C:37](=[O:38])[CH3:39].[F:1][c:2]1[cH:3][cH:4][c:5](-[n:8]2[n:9][c:10]([C:21](=[O:22])[N:23]([CH3:24])[CH3:25])[cH:11][c:12]2-[c:13]2[cH:14][cH:15][c:16]([S:19][CH3:20])[cH:17][cH:18]2)[cH:6][cH:7]1.[H-:26].[H-:29].[H-:30].[H-:31].[Li+:28].[Na+:33].[OH-:32].[cH:40]1[cH:41][cH:42][cH:43][cH:44][cH:45]1>>[F:1][c:2]1[cH:3][cH:4][c:5](-[n:8]2[n:9][c:10]([CH2:21][N:23]([CH3:24])[CH3:25])[cH:11][c:12]2-[c:13]2[cH:14][cH:15][c:16]([S:19][CH3:20])[cH:17][cH:18]2)[cH:6][cH:7]1. The reactants are BrCC(=O)OC (Methyl bromoacetate), C([O-])([O-])=O.[K+].[K+] (potassium carbonate), C(C)(C)(C)OC(NC1=CC=C(C=C1)C1=CC=C(C=C1)O)=O ((4′-hydroxy-biphenyl-4-yl)-carbamic acid tert-butyl ester). The solvent is C1CCOC1 (THF). Conditions: time 8 hour. Product: COC(COC1=CC=C(C=C1)C1=CC=C(C=C1)NC(=O)OC(C)(C)C)=O ((4′-tert-butoxycarbonylamino-biphenyl-4-yloxy)-acetic acid methyl ester). Isolated yield 83.1%. RXN SMILES: Br[CH2:2][C:3]([O:5][CH3:6])=[O:4].C(=O)([O-])[O-].[K+].[K+].[C:13]([O:17][C:18](=[O:33])[NH:19][C:20]1[CH:25]=[CH:24][C:23]([C:26]2[CH:31]=[CH:30][C:29]([OH:32])=[CH:28][CH:27]=2)=[CH:22][CH:21]=1)([CH3:16])([CH3:15])[CH3:14]>C1COCC1>[CH3:6][O:5][C:3](=[O:4])[CH2:2][O:32][C:29]1[CH:28]=[CH:27][C:26]([C:23]2[CH:24]=[CH:25][C:20]([NH:19][C:18]([O:17][C:13]([CH3:16])([CH3:15])[CH3:14])=[O:33])=[CH:21][CH:22]=2)=[CH:31][CH:30]=1 |f:1.2.3|. Procedure details: Methyl bromoacetate (128.5 mg, 0.84 mmol) potassium iodide (11.7 mg) and potassium carbonate (193.5 mg, 1.4 mmol) were added to a solution of (4′-hydroxy-biphenyl-4-yl)-carbamic acid tert-butyl ester (0.2 g, 0.70 mmol), prepared in the previous step, in 15 mL of THF and the reaction stirred at room temperature overnight. The solvent was removed under reduced pressure. The residue was partitioned between ethyl acetate and water. The aqueous layer was separated and extracted multiple times with et... Reactants: O=C([O-])O, CCOC(=O)c1cccc(OC)c1Br, Cc1ccccc1, [Na+], O, OB(O)c1ccccc1, c1ccc(P(c2ccccc2)(c2ccccc2)[Pd](P(c2ccccc2)(c2ccccc2)c2ccccc2)(P(c2ccccc2)(c2ccccc2)c2ccccc2)P(c2ccccc2)(c2ccccc2)c2ccccc2)cc1. Product: CCOC(=O)c1cccc(OC)c1-c1ccccc1. Reaction SMILES: [C:1](=[O:2])([OH:3])[O-:4].[CH2:6]([CH3:7])[O:8][C:9]([c:10]1[c:11]([Br:18])[c:12]([O:16][CH3:17])[cH:13][cH:14][cH:15]1)=[O:19].[CH3:30][c:31]1[cH:32][cH:33][cH:34][cH:35][cH:36]1.[Na+:5].[OH2:29].[c:20]1([B:26]([OH:27])[OH:28])[cH:21][cH:22][cH:23][cH:24][cH:25]1.[cH:37]1[cH:38][cH:39][c:40]([P:41]([Pd:42]([P:43]([c:44]2[cH:45][cH:46][cH:47][cH:48][cH:49]2)([c:50]2[cH:51][cH:52][cH:53][cH:54][cH:55]2)[c:56]2[cH:57][cH:58][cH:59][cH:60][cH:61]2)([P:62]([c:63]2[cH:64][cH:65][cH:66][cH:67][cH:68]2)([c:69]2[cH:70][cH:71][cH:72][cH:73][cH:74]2)[c:75]2[cH:76][cH:77][cH:78][cH:79][cH:80]2)[P:81]([c:82]2[cH:83][cH:84][cH:85][cH:86][cH:87]2)([c:88]2[cH:89][cH:90][cH:91][cH:92][cH:93]2)[c:94]2[cH:95][cH:96][cH:97][cH:98][cH:99]2)([c:100]2[cH:101][cH:102][cH:103][cH:104][cH:105]2)[c:106]2[cH:107][cH:108][cH:109][cH:110][cH:111]2)[cH:112][cH:113]1>>[CH2:6]([CH3:7])[O:8][C:9]([c:10]1[c:11](-[c:20]2[cH:21][cH:22][cH:23][cH:24][cH:25]2)[c:12]([O:16][CH3:17])[cH:13][cH:14][cH:15]1)=[O:19]. Starting materials: [N+](=O)([O-])C1=CC=C(C=C1)OC(NCC1CCC(CC1)(C1=CC=CC=C1)N(C)C)=O ((4-dimethylamino-4-phenylcyclohexylmethyl)-carbamic acid 4-nitrophenyl ester), FC=1C=C2C(=CNC2=CC1)C1CNCCC1 (5-fluoro-3-piperidine-3-yl-1H-indole). Run in O1CCOCC1 (dioxane). The product is CN(C1(CCC(CC1)CNC(=O)N1CC(CCC1)C1=CNC2=CC=C(C=C12)F)C1=CC=CC=C1)C (3-(5-fluoro-1H-indol-3-yl)piperidine-1-carboxylic acid-(4-dimethylamino-4-phenylcyclohexylmethyl)-amide). Isolated yield 24.8%. RXN SMILES: [N+](C1C=CC(O[C:11](=[O:29])[NH:12][CH2:13][CH:14]2[CH2:19][CH2:18][C:17]([N:26]([CH3:28])[CH3:27])([C:20]3[CH:25]=[CH:24][CH:23]=[CH:22][CH:21]=3)[CH2:16][CH2:15]2)=CC=1)([O-])=O.[F:30][C:31]1[CH:32]=[C:33]2[C:37](=[CH:38][CH:39]=1)[NH:36][CH:35]=[C:34]2[CH:40]1[CH2:45][CH2:44][CH2:43][NH:42][CH2:41]1>O1CCOCC1>[CH3:28][N:26]([CH3:27])[C:17]1([C:20]2[CH:21]=[CH:22][CH:23]=[CH:24][CH:25]=2)[CH2:18][CH2:19][CH:14]([CH2:13][NH:12][C:11]([N:42]2[CH2:43][CH2:44][CH2:45][CH:40]([C:34]3[C:33]4[C:37](=[CH:38][CH:39]=[C:31]([F:30])[CH:32]=4)[NH:36][CH:35]=3)[CH2:41]2)=[O:29])[CH2:15][CH2:16]1. Procedure details: The diastereoisomer mixture of (4-dimethylamino-4-phenylcyclohexylmethyl)-carbamic acid 4-nitrophenyl ester (400 mg, 1 mmole) was added to a solution of 5-fluoro-3-piperidine-3-yl-1H-indole (220 mg, 1 mmole) in dioxane (8 ml). The reaction mixture was then boiled under reflux for 8 hours. The reaction mixture was worked up by distilling off the solvent. The residue contained, apart from nitrophenol, also the two diastereoisomers of 3-(5-fluoro-1H-indol-3-yl)piperidine-1-carboxylic acid-(4-dimeth... Reactants: [Na] (sodium), FC(C=1C=C(C=CC1)N=C=S)(F)F (3-(trifluoromethyl)phenyl isothiocyanate), CC(=O)C (acetone), CC(=O)C (acetone), Cl.C(CCCCCC)(=N)N (heptanamidine hydrochloride). Solvent: C1=CC=CC=C1.CCCCCC (benzene n-hexane). Yields the product FC(C=1C=C(C=CC1)NC(=S)NC(CCCCCC)=N)(F)F (1-[3-(trifluoromethyl)phenyl]-3-(heptanimidoyl)-2-thiourea). RXN SMILES: [Na].CC(C)=O.Cl.[C:7]([NH2:15])(=[NH:14])[CH2:8][CH2:9][CH2:10][CH2:11][CH2:12][CH3:13].[F:16][C:17]([F:28])([F:27])[C:18]1[CH:19]=[C:20]([N:24]=[C:25]=[S:26])[CH:21]=[CH:22][CH:23]=1>C1C=CC=CC=1.CCCCCC>[F:16][C:17]([F:27])([F:28])[C:18]1[CH:19]=[C:20]([NH:24][C:25]([NH:14][C:7](=[NH:15])[CH2:8][CH2:9][CH2:10][CH2:11][CH2:12][CH3:13])=[S:26])[CH:21]=[CH:22][CH:23]=1 |f:2.3,5.6,^1:0|. Procedure details: Following a procedure similar to that described in Example 42 and using 3.4 g. sodium in 350 ml. dry acetone, 24.7 g. heptanamidine hydrochloride, and 30.4 g. 3-(trifluoromethyl)phenyl isothiocyanate [b.p. 50°-52°C./0.05-0.08 mm.; prepared from 3-(trifluoromethyl)aniline] in 150 ml. dry acetone there was obtained 1-[3-(trifluoromethyl)phenyl]-3-(heptanimidoyl)-2-thiourea, m.p. 105°-107°C. (from benzene-n-hexane); hydrochloride (34.4 g.), m.p. 154°-155°C. (from acetonitrile). The reactants are [K] (potassium), C(=O)(O)C1=CC=C(C=C1)N1C(SCC1=O)=S (3-(4-carboxyphenyl)-2-thioxothiazolidin-4-one), O([C@@H]1[C@H](O)[C@@H](O)[C@@H](O)[C@H](O1)CO)C1=C(C=C(C=C1)C=O)OC (4-formyl-2-methoxyphenyl α-D-galactopyranoside). Reagents/catalysts: N1CCCCC1 (piperidine). Run in C(C)O (ethanol). Product: C(=O)(O)C1=CC=C(C=C1)N1C(SC(C1=O)=CC1=CC(=C(C=C1)O[C@H]1[C@H](O)[C@@H](O)[C@@H](O)[C@H](O1)CO)OC)=S (3-(4-Carboxyphenyl)-5-(4-β-D-galactopyranosyloxy-3-methoxyphenylmethylene)-2-thioxothiazolidin-4-one). Isolated yield 24.3%. As a reaction SMILES: [O:1]([C:13]1[CH:18]=[CH:17][C:16]([CH:19]=O)=[CH:15][C:14]=1[O:21][CH3:22])[C@H:2]1[O:10][C@H:9]([CH2:11][OH:12])[C@H:7]([OH:8])[C@H:5]([OH:6])[C@H:3]1[OH:4].[K].[C:24]([C:27]1[CH:32]=[CH:31][C:30]([N:33]2[C:37](=[O:38])[CH2:36][S:35][C:34]2=[S:39])=[CH:29][CH:28]=1)([OH:26])=[O:25]>C(O)C.N1CCCCC1>[C:24]([C:27]1[CH:28]=[CH:29][C:30]([N:33]2[C:37](=[O:38])[C:36](=[CH:19][C:16]3[CH:17]=[CH:18][C:13]([O:1][C@@H:2]4[O:10][C@H:9]([CH2:11][OH:12])[C@H:7]([OH:8])[C@H:5]([OH:6])[C@H:3]4[OH:4])=[C:14]([O:21][CH3:22])[CH:15]=3)[S:35][C:34]2=[S:39])=[CH:31][CH:32]=1)([OH:26])=[O:25] |^1:22|. Reported procedure: To a stirred suspension of 4-formyl-2-=methoxyphenyl β-D-galactopyranoside (1c)(0.47 g, 1.5 mmol) in absolute ethanol (25 ml) containing piperidine (1 drop), was added the potassium salt of 3-(4-carboxyphenyl)-2-thioxothiazolidin-4-one (0.44 g, 1.5 mmol) and the suspension was heated under gentle reflux for 2 h. A yellow solid separated which was filtered hot and washed with small portions of boiling methanol and ethyl acetate followed by ether to give the product (0.2 g, 22%) as the potassium s... The reactants are C(C)O (ethanol), NC1=CC2=C(CCN3C(C2=O)=CC=C3)C=C1 (9amino-6,11-dihydro-5H-pyrrolo-[2,1-b][3]benzazepin-11-one), C(OCC)(OCC)OCC (triethyl orthoformate), C(C)O (ethanol), [BH4-].[Na+] (sodium borohydride). Solvent: C(C)(=O)OCC (ethyl acetate). Conditions: time 2 hour. Product: CNC1=CC2=C(CCN3C(C2=O)=CC=C3)C=C1 (9-methylamino -6,11 -dihydro-5H-pyrrolo-[2,1-b][3]benzazepin-11-one). RXN SMILES: [NH2:1][C:2]1[CH:16]=[CH:15][C:5]2[CH2:6][CH2:7][N:8]3[CH:14]=[CH:13][CH:12]=[C:9]3[C:10](=[O:11])[C:4]=2[CH:3]=1.[CH:17](OCC)(OCC)OCC.C(O)C.[BH4-].[Na+]>C(OCC)(=O)C>[CH3:17][NH:1][C:2]1[CH:16]=[CH:15][C:5]2[CH2:6][CH2:7][N:8]3[CH:14]=[CH:13][CH:12]=[C:9]3[C:10](=[O:11])[C:4]=2[CH:3]=1 |f:3.4|. Procedure: A solution of 9amino-6,11-dihydro-5H-pyrrolo-[2,1-b][3]benzazepin-11-one in triethyl orthoformate (2.14 g.; 10 mmoles in 80 ml) is refluxed for 5 hours. The volatiles are removed under vacuum and the residue dissolved in 100 ml. of absolute ethanol is stirred in an ice bath as sodium borohydride (0.88 g.; 0.024 moles) is added over a period of 10 minutes. The mixture is stirred for a period of 2 hours. After concentration of the ethanol, the residue is dissolved in ethyl acetate, washed with wat...